Dataset: the Open Reaction Database (ORD), a public repository of structured organic reaction records. Task: describe an organic reaction: reactants, conditions, products, and yield Starting materials: NC(=O)CCC(=O)NBr, COC(=O)c1ccc(N)cc1OC, CCO. Product: COC(=O)c1cc(Br)c(N)cc1OC. Reaction SMILES: [Br:14][NH:15][C:16](=[O:17])[CH2:18][CH2:19][C:20]([NH2:21])=[O:22].[CH3:1][O:2][C:3]([c:4]1[c:5]([O:11][CH3:12])[cH:6][c:7]([NH2:10])[cH:8][cH:9]1)=[O:13].[CH3:23][CH2:24][OH:25]>>[CH3:1][O:2][C:3]([c:4]1[c:5]([O:11][CH3:12])[cH:6][c:7]([NH2:10])[c:8]([Br:14])[cH:9]1)=[O:13]. The reactants are C(=O)([O-])[O-].[K+].[K+] (K2CO3), FC1=CC(=C(C(=C1)O)O)[N+](=O)[O-] (5-fluoro-3-nitrobenzene-1,2-diol), BrCCBr (1,2-Dibromoethane). Solvent: C(C)(=O)OCC (ethyl acetate), CN(C)C=O (DMF). Conditions: time 2 hour. Product: FC=1C=C(C2=C(OCCO2)C1)[N+](=O)[O-] (7-fluoro-5-nitro-2,3-dihydrobenzo[b][1,4]dioxine). The yield is 99.0%. Reaction SMILES: C([O-])([O-])=O.[K+].[K+].[F:7][C:8]1[CH:13]=[C:12]([OH:14])[C:11]([OH:15])=[C:10]([N+:16]([O-:18])=[O:17])[CH:9]=1.Br[CH2:20][CH2:21]Br>CN(C=O)C.C(OCC)(=O)C>[F:7][C:8]1[CH:9]=[C:10]([N+:16]([O-:18])=[O:17])[C:11]2[O:15][CH2:21][CH2:20][O:14][C:12]=2[CH:13]=1 |f:0.1.2|. Procedure: K2CO3 (15.27 g, 110.6 mmol) was added to a solution of 5-fluoro-3-nitrobenzene-1,2-diol (5 g, 28.9 mmol) in DMF (35 mL) followed by the addition of 1,2-Dibromoethane (13.63 g, 6.25 mL, 72.5 mmol) and stirring was continued at 80° C. for 2 h. Reaction mixture was diluted with ethyl acetate, washed with cold water, dried over anhydrous sodium sulphate and concentrated under reduced pressure to afford the crude, which was purified by MPLC (silica gel, Mobile Phase: ethyl acetate in n-Hexane 0 to 5%... Reactants: Cc1cc(OC2CCN(C(=O)OC(C)(C)C)CC2)ccc1[N+](=O)[O-], CCOC(C)=O, CO, [H][H]. Yields the product Cc1cc(OC2CCN(C(=O)OC(C)(C)C)CC2)ccc1N. As a reaction SMILES: [CH3:1][c:2]1[cH:3][c:4]([O:5][CH:6]2[CH2:7][CH2:8][N:9]([C:12](=[O:13])[O:14][C:15]([CH3:16])([CH3:17])[CH3:18])[CH2:10][CH2:11]2)[cH:19][cH:20][c:21]1[N+:22]([O-:23])=[O:24].[CH3:27][CH2:28][O:29][C:30](=[O:31])[CH3:32].[CH3:33][OH:34].[H:25][H:26]>>[CH3:1][c:2]1[cH:3][c:4]([O:5][CH:6]2[CH2:7][CH2:8][N:9]([C:12](=[O:13])[O:14][C:15]([CH3:16])([CH3:17])[CH3:18])[CH2:10][CH2:11]2)[cH:19][cH:20][c:21]1[NH2:22].